This data is from the Open Reaction Database (ORD), a public repository of structured organic reaction records. The task is: describe an organic reaction: reactants, conditions, products, and yield The reactants are C(C=C)C1=C2C=CN(C2=CC=C1O)CC1=CC=C(C=C1)F (4-allyl-5-hydroxy-N-(4-fluorobenzyl)indole). The reagents and catalysts are [Pd] (palladium on charcoal). Run in C(C)(=O)OCC (ethyl acetate). Product: C(CC)C1=C2C=CN(C2=CC=C1O)CC1=CC=C(C=C1)F (4-propyl-5-hydroxy-N-(4-fluorobenzyl)indole). As a reaction SMILES: [CH2:1]([C:4]1[C:12]([OH:13])=[CH:11][CH:10]=[C:9]2[C:5]=1[CH:6]=[CH:7][N:8]2[CH2:14][C:15]1[CH:20]=[CH:19][C:18]([F:21])=[CH:17][CH:16]=1)[CH:2]=[CH2:3]>C(OCC)(=O)C.[Pd]>[CH2:1]([C:4]1[C:12]([OH:13])=[CH:11][CH:10]=[C:9]2[C:5]=1[CH:6]=[CH:7][N:8]2[CH2:14][C:15]1[CH:16]=[CH:17][C:18]([F:21])=[CH:19][CH:20]=1)[CH2:2][CH3:3]. Procedure: 4-allyl-5-hydroxy-N-(4-fluorobenzyl)indole (Step C; 0.40 g, 1.42 mmol) was taken up in 10 mL ethyl acetate and hydrogenated (1 atm) at ambient temperature using 5% palladium on charcoal (15 mg) for 2 hours. The reaction was filtered through celite and concentrated in vacuo to provide the title compound which was used without further purification. The reactants are O=[N+]([O-])c1ccc2c(c1)CCN(Cc1ccccc1)C2, C1CCOC1, O=[Pt]. Yields the product Nc1ccc2c(c1)CCN(Cc1ccccc1)C2. Reaction SMILES: [CH2:1]([c:2]1[cH:3][cH:4][cH:5][cH:6][cH:7]1)[N:8]1[CH2:9][c:10]2[cH:11][cH:12][c:13]([N+:18]([O-:19])=[O:20])[cH:14][c:15]2[CH2:16][CH2:17]1.[CH2:23]1[O:24][CH2:25][CH2:26][CH2:27]1.[Pt:21]=[O:22]>>[CH2:1]([c:2]1[cH:3][cH:4][cH:5][cH:6][cH:7]1)[N:8]1[CH2:9][c:10]2[cH:11][cH:12][c:13]([NH2:18])[cH:14][c:15]2[CH2:16][CH2:17]1. Starting materials: ClCCl, COC(=O)C(CN1Cc2cn[nH]c2C(C)(C)C1)N(C(=O)OC(C)(C)C)C(=O)OC(C)(C)C, O=C(O)C(F)(F)F. Product: COC(=O)C(N)CN1Cc2cn[nH]c2C(C)(C)C1. As a reaction SMILES: [CH2:40]([Cl:41])[Cl:42].[CH3:1][O:2][C:3]([CH:4]([CH2:5][N:6]1[CH2:7][c:8]2[c:9]([nH:14][n:15][cH:16]2)[C:10]([CH3:12])([CH3:13])[CH2:11]1)[N:17]([C:18]([O:19][C:20]([CH3:21])([CH3:22])[CH3:23])=[O:24])[C:25]([O:26][C:27]([CH3:28])([CH3:29])[CH3:30])=[O:31])=[O:32].[OH:33][C:34]([C:35]([F:36])([F:37])[F:38])=[O:39]>>[CH3:1][O:2][C:3]([CH:4]([CH2:5][N:6]1[CH2:7][c:8]2[c:9]([nH:14][n:15][cH:16]2)[C:10]([CH3:12])([CH3:13])[CH2:11]1)[NH2:17])=[O:32]. Starting materials: INTERMEDIATE 3, CC1=C(C=CC=2C(OCC21)=O)[C@H]2OC2 (4-methyl-5-[(2R)-oxiran-2-yl]-2-benzofuran-1 (3H)-one), CC1=C(C=CC=2C(OCC21)=O)[C@H]2OC2 (4-methyl-5-[(2R)-oxiran-2-yl]-2-benzofuran-1 (3H)-one), [C@@H]12N(C[C@@H](NC1)C2)C(=O)OC(C)(C)C (tert-butyl (1S,4S)-2,5-diazabicyclo[2.2.1]heptane-2-carboxylate). The product is [C@@H]12N(C[C@@H](NC1)C2)C[C@H](O)C2=C(C1=C(C(OC1)=O)C=C2)C (5-{(1R)-2-[(1S,4S)-2,5-Diazabicyclo[2.2.1]hept-2-yl]-1-hydroxyethyl}-4-methyl-2-benzofuran-1 (3H)-one). RXN SMILES: [CH3:1][C:2]1[C:10]2[CH2:9][O:8][C:7](=[O:11])[C:6]=2[CH:5]=[CH:4][C:3]=1[C@@H:12]1[CH2:14][O:13]1.[C@H:15]12[CH2:21][C@H:18]([NH:19][CH2:20]1)[CH2:17][N:16]2C(OC(C)(C)C)=O>>[C@H:15]12[CH2:21][C@H:18]([NH:19][CH2:20]1)[CH2:17][N:16]2[CH2:14][C@@H:12]([C:3]1[CH:4]=[CH:5][C:6]2[C:7](=[O:11])[O:8][CH2:9][C:10]=2[C:2]=1[CH3:1])[OH:13]. Procedure: 5-{(1R)-2-[(1S,4S)-2,5-Diazabicyclo[2.2.1]hept-2-yl]-1-hydroxyethyl}-4-methyl-2-benzofuran-1 (3H)-one was prepared in an analogous fashion as described for the synthesis of INTERMEDIATE 3 starting from 4-methyl-5-[(2R)-oxiran-2-yl]-2-benzofuran-1 (3H)-one (INTERMEDIATE 2) and commercially available tert-butyl (1S,4S)-2,5-diazabicyclo[2.2.1]heptane-2-carboxylate. Reactants: C(=O)(OC(C)(C)C)N[C@@H](CCCN)C(=O)O (Nα -Boc-L-ornithine), FC1=C(C#N)C=CC=C1 (2-fluorobenzonitrile), C(Cl)Cl (CH2Cl2), FC1=C(C#N)C=CC=C1 (2-fluorobenzonitrile). The solvent is C(C)O (ethanol), [OH-].[Na+] (NaOH), [OH-].[Na+] (NaOH). Run at time 24 hour. The product is N[C@H](C(=O)O)CCCNC1=C(C=CC=C1)C#N ((2S)-2-amino-5-(2-cyanophenylamino)pentanoic acid). Isolated yield 2.4%. Reaction SMILES: C([NH:8][C@H:9]([C:14]([OH:16])=[O:15])[CH2:10][CH2:11][CH2:12][NH2:13])(OC(C)(C)C)=O.F[C:18]1[CH:25]=[CH:24][CH:23]=[CH:22][C:19]=1[C:20]#[N:21].C(Cl)Cl>C(O)C.[OH-].[Na+]>[NH2:8][C@@H:9]([CH2:10][CH2:11][CH2:12][NH:13][C:18]1[CH:25]=[CH:24][CH:23]=[CH:22][C:19]=1[C:20]#[N:21])[C:14]([OH:16])=[O:15] |f:4.5|. Procedure: A solution of 928 mg (4 mmoles) of Nα -Boc-L-ornithine and 968 mg (8 mmoles) of 2-fluorobenzonitrile in 4 mL of ethanol and 4 mL of 1N NaOH were heated at reflux for 24 hours. Another 8 mmoles each of 1N NaOH and 2-fluorobenzonitrile were then added and reflux was continued for another 24 hours. The clear solution was cooled to room temperature, and the white paste dumped into 125 mL of CH2Cl2 and extracted with 100 mL of water made basic (pH 12) with NaOH. The aqueous extract was acidified with... Procedure details: To a mixture of 8-(3,6-dihydro-2H-pyran-2-yl)-1,4-dioxaspiro[4.5]decane (190 mg, 0.847 mmol), as prepared in Example 2 step C, and Palladium on Carbon (118 mg, 0.055 mmol, 5%, “Degussa, wet”) was carefully added methanol (24 mL). The reaction flask was evacuated, backfilled with hydrogen via balloon and stirred at room temperature overnight. The catalyst was removed by filtration and the filtrate concentrated in vacuo to afford the product. The reactants are O1C(CC=CC1)C1CCC2(OCCO2)CC1 (8-(3,6-dihydro-2H-pyran-2-yl)-1,4-dioxaspiro[4.5]decane). Product: O1C(CCCC1)C1CCC2(OCCO2)CC1 (8-(tetrahydro-2H-pyran-2-yl)-1,4-dioxaspiro[4.5]decane). Reagents/catalysts: [Pd] (Palladium on Carbon). As a reaction SMILES: [O:1]1[CH2:6][CH:5]=[CH:4][CH2:3][CH:2]1[CH:7]1[CH2:16][CH2:15][C:10]2([O:14][CH2:13][CH2:12][O:11]2)[CH2:9][CH2:8]1>[Pd].CO>[O:1]1[CH2:6][CH2:5][CH2:4][CH2:3][CH:2]1[CH:7]1[CH2:16][CH2:15][C:10]2([O:11][CH2:12][CH2:13][O:14]2)[CH2:9][CH2:8]1. Reaction conditions: time 8 hour. Solvent: CO (methanol). The reactants are CC(=O)C=1C=CC(=CC1)O (4-hydroxyacetophenone), C(C)(C)(C)OC(=O)NCCBr (2-tert-butoxycarbonylaminoethylbromide), [I-].[K+] (potassium iodide), C([O-])([O-])=O.[K+].[K+] (potassium carbonate). Run in CN(C=O)C (N,N-dimethylformamide). Yields the product C(C)(=O)C1=CC=C(OCCNC(OC(C)(C)C)=O)C=C1 (tert-Butyl 2-(4-acetylphenoxy)ethylcarbamate). RXN SMILES: [CH3:1][C:2]([C:4]1[CH:5]=[CH:6][C:7]([OH:10])=[CH:8][CH:9]=1)=[O:3].[C:11]([O:15][C:16]([NH:18][CH2:19][CH2:20]Br)=[O:17])([CH3:14])([CH3:13])[CH3:12].[I-].[K+].C(=O)([O-])[O-].[K+].[K+]>CN(C)C=O>[C:2]([C:4]1[CH:9]=[CH:8][C:7]([O:10][CH2:20][CH2:19][NH:18][C:16](=[O:17])[O:15][C:11]([CH3:14])([CH3:13])[CH3:12])=[CH:6][CH:5]=1)(=[O:3])[CH3:1] |f:2.3,4.5.6|. Reported procedure: To a solution of 4-hydroxyacetophenone (10 g) and 2-tert-butoxycarbonylaminoethylbromide (24.7 g) in N,N-dimethylformamide (50 ml) was added potassium iodide (12.2 g) and potassium carbonate (15.2 g). The reactants are CCCN(CCC)C(=O)c1cc(I)cc(C(=O)OC)c1, C1CCOC1, [Li]CCCC, [Cl-], [Cl-], [Zn+2], c1cscn1, c1ccc(P(c2ccccc2)(c2ccccc2)[Pd](P(c2ccccc2)(c2ccccc2)c2ccccc2)(P(c2ccccc2)(c2ccccc2)c2ccccc2)P(c2ccccc2)(c2ccccc2)c2ccccc2)cc1. The product is CCCN(CCC)C(=O)c1cc(C(=O)OC)cc(-c2nccs2)c1. As a reaction SMILES: [CH2:11]([CH2:12][CH3:13])[N:14]([C:15](=[O:16])[c:17]1[cH:18][c:19]([C:20](=[O:21])[O:22][CH3:23])[cH:24][c:25]([I:27])[cH:26]1)[CH2:28][CH2:29][CH3:30].[CH2:31]1[O:32][CH2:33][CH2:34][CH2:35]1.[CH2:6]([Li:7])[CH2:8][CH2:9][CH3:10].[Cl-:36].[Cl-:38].[Zn+2:37].[cH:1]1[cH:2][s:3][cH:4][n:5]1.[cH:39]1[cH:40][cH:41][c:42]([P:43]([Pd:44]([P:45]([c:46]2[cH:47][cH:48][cH:49][cH:50][cH:51]2)([c:52]2[cH:53][cH:54][cH:55][cH:56][cH:57]2)[c:58]2[cH:59][cH:60][cH:61][cH:62][cH:63]2)([P:64]([c:65]2[cH:66][cH:67][cH:68][cH:69][cH:70]2)([c:71]2[cH:72][cH:73][cH:74][cH:75][cH:76]2)[c:77]2[cH:78][cH:79][cH:80][cH:81][cH:82]2)[P:83]([c:84]2[cH:85][cH:86][cH:87][cH:88][cH:89]2)([c:90]2[cH:91][cH:92][cH:93][cH:94][cH:95]2)[c:96]2[cH:97][cH:98][cH:99][cH:100][cH:101]2)([c:102]2[cH:103][cH:104][cH:105][cH:106][cH:107]2)[c:108]2[cH:109][cH:110][cH:111][cH:112][cH:113]2)[cH:114][cH:115]1>>[cH:1]1[cH:2][s:3][c:4](-[c:25]2[cH:24][c:19]([C:20](=[O:21])[O:22][CH3:23])[cH:18][c:17]([C:15]([N:14]([CH2:11][CH2:12][CH3:13])[CH2:28][CH2:29][CH3:30])=[O:16])[cH:26]2)[n:5]1. The reactants are O=c1cc(OCc2ccsc2)ccn1CCc1ccc(CBr)cc1, C1CCNC1, CC#N. The product is O=c1cc(OCc2ccsc2)ccn1CCc1ccc(CN2CCCC2)cc1. RXN SMILES: [Br:1][CH2:2][c:3]1[cH:4][cH:5][c:6]([CH2:9][CH2:10][n:11]2[c:12](=[O:24])[cH:13][c:14]([O:17][CH2:18][c:19]3[cH:20][s:21][cH:22][cH:23]3)[cH:15][cH:16]2)[cH:7][cH:8]1.[CH2:25]1[CH2:26][CH2:27][NH:28][CH2:29]1.[CH3:30][C:31]#[N:32]>>[CH2:2]([c:3]1[cH:4][cH:5][c:6]([CH2:9][CH2:10][n:11]2[c:12](=[O:24])[cH:13][c:14]([O:17][CH2:18][c:19]3[cH:20][s:21][cH:22][cH:23]3)[cH:15][cH:16]2)[cH:7][cH:8]1)[N:28]1[CH2:27][CH2:26][CH2:25][CH2:29]1. Starting materials: N1(CCCC2=CC=CC=C12)CCC(=O)NCCN(C)C (3-(3,4-dihydroquinolin-1(2H)-yl)-N-(2-(dimethylamino)ethyl) propanamide), O=P(Cl)(Cl)Cl (POCl3), CN(C)C=O (DMF). The product is CN(CCNC(CCN1CCCC2=CC(=CC=C12)C=O)=O)C (N-(2-(dimethylamino)ethyl)-3-(6-formyl-3,4-dihydroquinolin-1(2H)-yl)propanamide). RXN SMILES: [N:1]1([CH2:11][CH2:12][C:13]([NH:15][CH2:16][CH2:17][N:18]([CH3:20])[CH3:19])=[O:14])[C:10]2[C:5](=[CH:6][CH:7]=[CH:8][CH:9]=2)[CH2:4][CH2:3][CH2:2]1.O=P(Cl)(Cl)Cl.CN([CH:29]=[O:30])C>>[CH3:20][N:18]([CH3:19])[CH2:17][CH2:16][NH:15][C:13](=[O:14])[CH2:12][CH2:11][N:1]1[C:10]2[C:5](=[CH:6][C:7]([CH:29]=[O:30])=[CH:8][CH:9]=2)[CH2:4][CH2:3][CH2:2]1. Reported procedure: The procedure was carried out as described previously in step (a) of Example 5 with Compound 8 (0.74 g, 2.7 mmol), POCl3 (506 μL, 5.4 mmol), and DMF (8.6 mL). Compound 9 was obtained (0.31 g) as a viscous yellow liquid and used without any further purification. The structure of Compound 9 is given below: